From a dataset of the Open Reaction Database (ORD), a public repository of structured organic reaction records. describe an organic reaction: reactants, conditions, products, and yield Reactants: C(CCC)C1=NC(=C(N1CC1=CC=C(C=C1)C1=C(C=CC=C1)C1=NN=NN1C(C)OCC)C(O)C1=NC(=CC=C1)CN(CC)CC)Cl ({2-butyl-5-chloro-3-[(2'-(1-(1-ethoxyethyl)-1H-tetrazol-5-yl)biphenyl-4-yl)methyl]-3H-imidazol-4-yl}[6-((diethylamino)methyl)pyridin-2-yl]methanol). The solvent is C(Cl)Cl (methylene chloride), C(Cl)Cl (methylene chloride). Conditions: time 2 hour. Product: C(CCC)C1=NC(=C(N1CC1=CC=C(C=C1)C1=C(C=CC=C1)C1=NN=NN1C(C)OCC)C(=O)C1=NC(=CC=C1)CN(CC)CC)Cl ({2-butyl-5-chloro-3-[(2'-(1-(1-ethoxyethyl)-1H-tetrazol-5-yl)biphenyl-4-yl)methyl]-3H-imidazol-4-yl}[6-((diethylamino)methyl)pyridin-2-yl]methanone). Yield: 87.8%. RXN SMILES: [CH2:1]([C:5]1[N:9]([CH2:10][C:11]2[CH:16]=[CH:15][C:14]([C:17]3[CH:22]=[CH:21][CH:20]=[CH:19][C:18]=3[C:23]3[N:27]([CH:28]([O:30][CH2:31][CH3:32])[CH3:29])[N:26]=[N:25][N:24]=3)=[CH:13][CH:12]=2)[C:8]([CH:33]([C:35]2[CH:40]=[CH:39][CH:38]=[C:37]([CH2:41][N:42]([CH2:45][CH3:46])[CH2:43][CH3:44])[N:36]=2)[OH:34])=[C:7]([Cl:47])[N:6]=1)[CH2:2][CH2:3][CH3:4]>C(Cl)Cl>[CH2:1]([C:5]1[N:9]([CH2:10][C:11]2[CH:16]=[CH:15][C:14]([C:17]3[CH:22]=[CH:21][CH:20]=[CH:19][C:18]=3[C:23]3[N:27]([CH:28]([O:30][CH2:31][CH3:32])[CH3:29])[N:26]=[N:25][N:24]=3)=[CH:13][CH:12]=2)[C:8]([C:33]([C:35]2[CH:40]=[CH:39][CH:38]=[C:37]([CH2:41][N:42]([CH2:45][CH3:46])[CH2:43][CH3:44])[N:36]=2)=[O:34])=[C:7]([Cl:47])[N:6]=1)[CH2:2][CH2:3][CH3:4]. Procedure: 50 mg (0.076 mmole) of the compound obtained in step 1 of Example 12 was dissolved in 3 ml of methylene chloride and to the resulting solution was added 64.5 mg (0.152 mmole) of Des-Martin reagent. The resultant was stirred for 2 hours at room temperature and 10 ml of methylene chloride was added additionally thereto. The reaction mixture was washed with 5 ml of aqueous sodium bicarbonate solution, dried over anhydrous Na2SO4, concentrated under reduced pressure and purified with silica gel colu...